From a dataset of the Open Reaction Database (ORD), a public repository of structured organic reaction records. describe an organic reaction: reactants, conditions, products, and yield The reactants are CC(C(=O)NC1=C(C(=O)OC)C(=CC=C1)OCC#C)(C)C (methyl 2-(2,2-dimethylpropionylamino)-6-(prop-2-ynyloxy)benzoate), BrCC#CC (1-bromobut-2-yne), C(C)(C)(C)OC(=O)N(C1=C(C(=O)OC)C(=CC=C1)O)C(=O)OC(C)(C)C (methyl 2-[bis-(tert-butyoxycarbonyl)amino]-6-hydroxybenzoate), C(C)(C)(C)OC(=O)N(C1=C(C(=O)OC)C(=CC=C1)O)C(=O)OC(C)(C)C (methyl 2-[bis-(tert-butyoxycarbonyl)amino]-6-hydroxybenzoate). Yields the product C(C)(C)(C)OC(=O)N(C1=C(C(=O)OC)C(=CC=C1)OCC#CC)C(=O)OC(C)(C)C (Methyl 2-[bis-(tert-butyoxycarbonyl)amino]-6-(but-2-ynyloxy)benzoate). As a reaction SMILES: CC(C)(C)C(N[C:6]1[CH:15]=CC=C(OCC#C)[C:7]=1[C:8](OC)=O)=O.[C:22]([O:26][C:27]([N:29]([C:41]([O:43][C:44]([CH3:47])([CH3:46])[CH3:45])=[O:42])[C:30]1[CH:39]=[CH:38][CH:37]=[C:36]([OH:40])[C:31]=1[C:32]([O:34][CH3:35])=[O:33])=[O:28])([CH3:25])([CH3:24])[CH3:23].BrCC#CC>>[C:22]([O:26][C:27]([N:29]([C:41]([O:43][C:44]([CH3:47])([CH3:46])[CH3:45])=[O:42])[C:30]1[CH:39]=[CH:38][CH:37]=[C:36]([O:40][CH2:15][C:6]#[C:7][CH3:8])[C:31]=1[C:32]([O:34][CH3:35])=[O:33])=[O:28])([CH3:24])([CH3:25])[CH3:23]. Reported procedure: Prepared by proceeding in a similar manner to Intermediate 46, starting from methyl 2-[bis-(tert-butyoxycarbonyl)amino]-6-hydroxybenzoate (Intermediate 55) and 1-bromobut-2-yne